Dataset: the Open Reaction Database (ORD), a public repository of structured organic reaction records. Task: describe an organic reaction: reactants, conditions, products, and yield Starting materials: FC=1C=CC(=C(C(=O)N)C1)[N+](=O)[O-] (5-fluoro-2-nitrobenzamide). The reagents and catalysts are [C].[Pd] (palladium carbon). Solvent: CO (methanol). Reaction conditions: time 2 hour. Yields the product NC1=C(C(=O)N)C=C(C=C1)F (2-amino-5-fluorobenzamide). As a reaction SMILES: [F:1][C:2]1[CH:3]=[CH:4][C:5]([N+:11]([O-])=O)=[C:6]([CH:10]=1)[C:7]([NH2:9])=[O:8]>CO.[C].[Pd]>[NH2:11][C:5]1[CH:4]=[CH:3][C:2]([F:1])=[CH:10][C:6]=1[C:7]([NH2:9])=[O:8] |f:2.3|. Procedure details: Into a 500-mL round-bottom flask purged and maintained with an inert atmosphere of nitrogen, was placed a mixture of 5-fluoro-2-nitrobenzamide (17.5 g, 95.04 mmol, 1.00 equiv) and palladium carbon (10%) (1.75 g, 0.10 equiv) in methanol (150 mL). To the above H2 (enough) was introduced. The resulting solution was stirred for 2 h at room temperature. The solids were filtered out. The resulting mixture was concentrated under vacuum. This resulted in 12.0 g (82%) of 2-amino-5-fluorobenzamide as a wh... The reactants are BrC=1C=C2C(=C(C=NC2=CC1)C(=O)C1CC1)N1CCC(CC1)CN1CCCC1 ({6-bromo-4-[4-(pyrrolidin-1-ylmethyl)piperidin-1-yl]quinolin-3-yl}(cyclopropyl)methanone), ClC1=C(C(=CC(=C1)B1OC(C(O1)(C)C)(C)C)OC)O (2-chloro-6-methoxy-4-(4,4,5,5-tetramethyl-1,3,2-dioxaborolan-2-yl)phenol). The product is ClC=1C=C(C=C(C1O)OC)C=1C=C2C(=C(C=NC2=CC1)C(=O)C1CC1)N1CCC(CC1)CN1CCCC1 ({6-(3-Chloro-4-hydroxy-5-methoxyphenyl)-4-[4-(pyrrolidin-1-ylmethyl)piperidin-1-yl]quinolin-3-yl}(cyclopropyl)methanone). The yield is 60.8%. As a reaction SMILES: Br[C:2]1[CH:3]=[C:4]2[C:9](=[CH:10][CH:11]=1)[N:8]=[CH:7][C:6]([C:12]([CH:14]1[CH2:16][CH2:15]1)=[O:13])=[C:5]2[N:17]1[CH2:22][CH2:21][CH:20]([CH2:23][N:24]2[CH2:28][CH2:27][CH2:26][CH2:25]2)[CH2:19][CH2:18]1.[Cl:29][C:30]1[CH:35]=[C:34](B2OC(C)(C)C(C)(C)O2)[CH:33]=[C:32]([O:45][CH3:46])[C:31]=1[OH:47]>>[Cl:29][C:30]1[CH:35]=[C:34]([C:2]2[CH:3]=[C:4]3[C:9](=[CH:10][CH:11]=2)[N:8]=[CH:7][C:6]([C:12]([CH:14]2[CH2:15][CH2:16]2)=[O:13])=[C:5]3[N:17]2[CH2:18][CH2:19][CH:20]([CH2:23][N:24]3[CH2:25][CH2:26][CH2:27][CH2:28]3)[CH2:21][CH2:22]2)[CH:33]=[C:32]([O:45][CH3:46])[C:31]=1[OH:47]. Reported procedure: Following general procedure D, {6-bromo-4-[4-(pyrrolidin-1-ylmethyl)piperidin-1-yl]quinolin-3-yl}(cyclopropyl)methanone (30 mg, 0.068 mmol) was reacted with 2-chloro-6-methoxy-4-(4,4,5,5-tetramethyl-1,3,2-dioxaborolan-2-yl)phenol (30 mg, 0.106 mmol) to afford the desired product (21.5 mg, 61%) as a yellow solid: 1H NMR (500 MHz, CD3OD) δ 8.76 (s, 1H), 8.29 (s, 1H), 8.07-7.99 (m, 2H), 7.31 (d, J=2.0 Hz, 1H), 7.24 (d, J=2.0 Hz, 1H), 3.99 (s, 3H), 3.54 (d, J=12.4 Hz, 2H), 3.22 (t, J=11.7 Hz, 2H), 2... The reactants are COC(C1=C(C=CC=C1O)OCCCCNC(/C(=C\C1=CC(=C(C=C1)N1S(NC(C1)=O)(=O)=O)OCC1=CC=CC=C1)/NC(C)=O)=O)=O (2-(4-{(E)-2-acetylamino-3-[3-benzyloxy-4-(1,1,4-trioxo-1,2,5-thiadiazolidin-2-yl)-phenyl]-acryloylamino}-butoxy)-6-hydroxybenzoic acid methyl ester). The reagents and catalysts are [Pd] (Pd/C). Run in CCO.CC(=O)O (EtOH HOAc). The product is COC(C1=C(C=CC=C1O)OCCCCNC(C(CC1=CC(=C(C=C1)N1S(NC(C1)=O)(=O)=O)O)NC(C)=O)=O)=O (2-(4-{2-Acetylamino-3-[3-hydroxy-4-(1,1,4-trioxo-1,2,5-thiadiazolidin-2-yl)-phenyl]-propionylamino}-butoxy)-6-hydroxybenzoic Acid Methyl Ester). RXN SMILES: [CH3:1][O:2][C:3](=[O:47])[C:4]1[C:9]([OH:10])=[CH:8][CH:7]=[CH:6][C:5]=1[O:11][CH2:12][CH2:13][CH2:14][CH2:15][NH:16][C:17](=[O:46])/[C:18](/[NH:42][C:43](=[O:45])[CH3:44])=[CH:19]\[C:20]1[CH:25]=[CH:24][C:23]([N:26]2[CH2:30][C:29](=[O:31])[NH:28][S:27]2(=[O:33])=[O:32])=[C:22]([O:34]CC2C=CC=CC=2)[CH:21]=1>CCO.CC(O)=O.[Pd]>[CH3:1][O:2][C:3](=[O:47])[C:4]1[C:9]([OH:10])=[CH:8][CH:7]=[CH:6][C:5]=1[O:11][CH2:12][CH2:13][CH2:14][CH2:15][NH:16][C:17](=[O:46])[CH:18]([NH:42][C:43](=[O:45])[CH3:44])[CH2:19][C:20]1[CH:25]=[CH:24][C:23]([N:26]2[CH2:30][C:29](=[O:31])[NH:28][S:27]2(=[O:32])=[O:33])=[C:22]([OH:34])[CH:21]=1 |f:1.2|. Reported procedure: A solution of 2-(4-{(E)-2-acetylamino-3-[3-benzyloxy-4-(1,1,4-trioxo-1,2,5-thiadiazolidin-2-yl)-phenyl]-acryloylamino}-butoxy)-6-hydroxybenzoic acid methyl ester (300 mg) in 16 mL of EtOH/HOAc (1:1) is hydrogenated 1 atm over 10% Pd/C (70 mg) for 4 h. The catalyst is filtered, the solvent is removed under reduced pressure. The residue is purified by reverse phase HPLC and lyophilization to give the title compound as a white solid. This is converted to its potassium salt by addition of 1 equivale... Starting materials: CCOC(=O)C(C)(C)Br, [K+], [K+], O=C([O-])[O-], CN(C)C=O, N#Cc1ccc(-c2ncccc2S)cc1. Product: CCOC(=O)C(C)(C)Sc1cccnc1-c1ccc(C#N)cc1. RXN SMILES: [Br:16][C:17]([C:18](=[O:19])[O:20][CH2:21][CH3:22])([CH3:23])[CH3:24].[K+:25].[K+:26].[O-:27][C:28]([O-:29])=[O:30].[O:31]=[CH:32][N:33]([CH3:34])[CH3:35].[SH:1][c:2]1[c:3](-[c:8]2[cH:9][cH:10][c:11]([C:12]#[N:13])[cH:14][cH:15]2)[n:4][cH:5][cH:6][cH:7]1>>[S:1]([c:2]1[c:3](-[c:8]2[cH:9][cH:10][c:11]([C:12]#[N:13])[cH:14][cH:15]2)[n:4][cH:5][cH:6][cH:7]1)[C:17]([C:18](=[O:19])[O:20][CH2:21][CH3:22])([CH3:23])[CH3:24]. The reactants are [Si](C)(C)(C(C)(C)C)O[C@H](C1CCN(CC1)C1=CC=C(C(=O)O)C=C1)C1=C(C=CC=C1)C1=CC=C(C=C1)Cl ((R)-4-(4-((tert-butyldimethylsilyloxy)(4 ′-chlorobiphenyl-2-yl)methyl)piperidin-1-yl)benzoic acid), [Si](C)(C)(C(C)(C)C)O[C@H](C1CCN(CC1)C1=CC=C(C(=O)O)C=C1)C1=C(C=CC=C1)C1=CC=C(C=C1)Cl ((R)-4-(4-((tert-butyldimethylsilyloxy)(4 ′-chlorobiphenyl-2-yl)methyl)piperidin-1-yl)benzoic acid), P(=O)(OC(C)(C)C)(OC(C)(C)C)OCCN1CCN(CC1)CC[C@H](CSC1=CC=CC=C1)NC1=C(C=C(C=C1)S(N)(=O)=O)S(=O)(=O)C(F)(F)F ((R)-di-tert-butyl 2-(4-(4-(phenylthio)-3-(4-sulfamoyl-2-(trifluoromethylsulfonyl)phenylamino)butyl)piperazin-1-yl)ethyl phosphate), P(=O)(OC(C)(C)C)(OC(C)(C)C)OCCN1CCN(CC1)CC[C@H](CSC1=CC=CC=C1)NC1=C(C=C(C=C1)S(N)(=O)=O)S(=O)(=O)C(F)(F)F ((R)-di-tert-butyl 2-(4-(4-(phenylthio)-3-(4-sulfamoyl-2-(trifluoromethylsulfonyl)phenylamino)butyl)piperazin-1-yl)ethyl phosphate), C(CCl)Cl (EDC). The reagents and catalysts are CN(C)C=1C=CN=CC1 (DMAP). Solvent: C(Cl)Cl (DCM), C(Cl)Cl (DCM). Run at time 72 hour. Yields the product P(=O)(OC(C)(C)C)(OC(C)(C)C)OCCN1CCN(CC1)CC[C@H](CSC1=CC=CC=C1)NC1=C(C=C(C=C1)S(NC(C1=CC=C(C=C1)N1CCC(CC1)[C@H](C1=C(C=CC=C1)C1=CC=C(C=C1)Cl)O[Si](C)(C)C(C)(C)C)=O)(=O)=O)S(=O)(=O)C(F)(F)F (di-tert-butyl 2-(4-((R)-3-(4-(N-(4-(4-((R)-(tert-butyldimethylsilyloxy)(4′-chlorobiphenyl-2-yl)methyl)piperidin-1-yl)benzoyl)sulfamoyl)-2-(trifluoromethylsulfonyl)phenylamino)-4-(phenylthio)butyl)piperazin-1-yl)ethyl phosphate). As a reaction SMILES: [Si:1]([O:8][C@@H:9]([C:25]1[CH:30]=[CH:29][CH:28]=[CH:27][C:26]=1[C:31]1[CH:36]=[CH:35][C:34]([Cl:37])=[CH:33][CH:32]=1)[CH:10]1[CH2:15][CH2:14][N:13]([C:16]2[CH:24]=[CH:23][C:19]([C:20](O)=[O:21])=[CH:18][CH:17]=2)[CH2:12][CH2:11]1)([C:4]([CH3:7])([CH3:6])[CH3:5])([CH3:3])[CH3:2].[P:38]([O:50][CH2:51][CH2:52][N:53]1[CH2:58][CH2:57][N:56]([CH2:59][CH2:60][C@@H:61]([NH:70][C:71]2[CH:76]=[CH:75][C:74]([S:77](=[O:80])(=[O:79])[NH2:78])=[CH:73][C:72]=2[S:81]([C:84]([F:87])([F:86])[F:85])(=[O:83])=[O:82])[CH2:62][S:63][C:64]2[CH:69]=[CH:68][CH:67]=[CH:66][CH:65]=2)[CH2:55][CH2:54]1)([O:45][C:46]([CH3:49])([CH3:48])[CH3:47])([O:40][C:41]([CH3:44])([CH3:43])[CH3:42])=[O:39].C(Cl)CCl>CN(C1C=CN=CC=1)C.C(Cl)Cl>[P:38]([O:50][CH2:51][CH2:52][N:53]1[CH2:58][CH2:57][N:56]([CH2:59][CH2:60][C@@H:61]([NH:70][C:71]2[CH:76]=[CH:75][C:74]([S:77](=[O:79])(=[O:80])[NH:78][C:20](=[O:21])[C:19]3[CH:18]=[CH:17][C:16]([N:13]4[CH2:12][CH2:11][CH:10]([C@@H:9]([O:8][Si:1]([C:4]([CH3:6])([CH3:5])[CH3:7])([CH3:2])[CH3:3])[C:25]5[CH:30]=[CH:29][CH:28]=[CH:27][C:26]=5[C:31]5[CH:32]=[CH:33][C:34]([Cl:37])=[CH:35][CH:36]=5)[CH2:15][CH2:14]4)=[CH:24][CH:23]=3)=[CH:73][C:72]=2[S:81]([C:84]([F:87])([F:86])[F:85])(=[O:83])=[O:82])[CH2:62][S:63][C:64]2[CH:69]=[CH:68][CH:67]=[CH:66][CH:65]=2)[CH2:55][CH2:54]1)([O:45][C:46]([CH3:47])([CH3:48])[CH3:49])([O:40][C:41]([CH3:43])([CH3:42])[CH3:44])=[O:39]. Procedure: (R)-4-(4-((tert-butyldimethylsilyloxy)(4 ′-chlorobiphenyl-2-yl)methyl)piperidin-1-yl)benzoic acid (INTERMEDIATE 13, 170 mg, 0.32 mmol), (R)-di-tert-butyl 2-(4-(4-(phenylthio)-3-(4-sulfamoyl-2-(trifluoromethylsulfonyl)phenylamino)butyl)piperazin-1-yl)ethyl phosphate (INTERMEDIATE 61, 275 mg, 0.35 mmol), DMAP (116 mg, 0.95 mmol) and EDC (122 mg, 0.63 mmol) were dissolved in DCM (3.2 ml). The reaction mixture was stirred at r.t. for 72 hours. The mixture was diluted with DCM (10 ml) and washed with... Product: CC1CCC2=C(SC(=C2C(=O)OCC)NS(=O)(=O)C2=CC=CC=C2)C1 (Ethyl 6-methyl-2-benzenesulphonylamino-4,5,6,7-tetrahydrobenzo[b]thiophene-3-carboxylate). Procedure details: Prepared by proceeding in a similar manner to Intermediate 1, starting from ethyl 2-amino-6-methyl-4,5,6,7-tetrahydrobenzo[b]thiophene-3-carboxylate (prepared according to Pinkerton et al., Bioorg. Med. Chem. Lett., 2007, 17, 3562-3569) and benzenesulphonyl chloride. Reactants: C1(=CC=CC=C1)S(=O)(=O)NC1=C(C2=C(S1)CCCC2)C(=O)OCC (ethyl 2-benzenesulphonylamino-4,5,6,7-tetrahydro-benzo[b]thiophene-3-carboxylate), NC1=C(C2=C(S1)CC(CC2)C)C(=O)OCC (ethyl 2-amino-6-methyl-4,5,6,7-tetrahydrobenzo[b]thiophene-3-carboxylate), C1(=CC=CC=C1)S(=O)(=O)Cl (benzenesulphonyl chloride). Reaction SMILES: [C:1]1([S:7]([NH:10][C:11]2[S:15][C:14]3[CH2:16][CH2:17][CH2:18][CH2:19][C:13]=3[C:12]=2[C:20]([O:22][CH2:23][CH3:24])=[O:21])(=[O:9])=[O:8])[CH:6]=[CH:5][CH:4]=[CH:3][CH:2]=1.N[C:26]1SC2CC(C)CCC=2C=1C(OCC)=O.C1(S(Cl)(=O)=O)C=CC=CC=1>>[CH3:26][CH:17]1[CH2:16][C:14]2[S:15][C:11]([NH:10][S:7]([C:1]3[CH:2]=[CH:3][CH:4]=[CH:5][CH:6]=3)(=[O:9])=[O:8])=[C:12]([C:20]([O:22][CH2:23][CH3:24])=[O:21])[C:13]=2[CH2:19][CH2:18]1.